From a dataset of the Open Reaction Database (ORD), a public repository of structured organic reaction records. describe an organic reaction: reactants, conditions, products, and yield The reactants are ClC1=CC(=NC=C1)N (4-chloro-pyridin-2-ylamine), N1CCOCC1 (morpholine). Solvent: CN1C(CCC1)=O (N-methyl-2-pyrrolidone). Product: N1(CCOCC1)C1=CC(=NC=C1)N (4-morpholin-4-yl-pyridin-2-ylamine). Reaction SMILES: Cl[C:2]1[CH:7]=[CH:6][N:5]=[C:4]([NH2:8])[CH:3]=1.[NH:9]1[CH2:14][CH2:13][O:12][CH2:11][CH2:10]1>CN1CCCC1=O>[N:9]1([C:2]2[CH:7]=[CH:6][N:5]=[C:4]([NH2:8])[CH:3]=2)[CH2:14][CH2:13][O:12][CH2:11][CH2:10]1. Reported procedure: A solution of 4-chloro-pyridin-2-ylamine (800 mg, 6.22 mmol) and morpholine (8.1 mL, 93.34 mmol) in N-methyl-2-pyrrolidone (NMP) (2 mL) was heated in a microwave (Emry's Optimizer) at 200° C. for 10 minutes. The resulting solution was directly purified by flash chromatography (SiO2, 95:5:0.5/DCM:MeOH:NH4OH) to give 4-morpholin-4-yl-pyridin-2-ylamine (Int-1). MS found for C9H13N3O as (M+H)+ 180.39. A solution of Int-1 (418 mg, 2.34 mmol) and 3-chloro-pentane-2,4-dione (0.3 mL, 2.45 mmol) in NMP (... Starting materials: CO, NCCc1ccc(-n2c(CCC3CCCC3)nc3cccnc32)cc1, ClC(Cl)Cl, O=c1[nH]c2cccc(OCC3CO3)c2[nH]1. Product: O=c1[nH]c2cccc(OCC(O)CNCCc3ccc(-n4c(CCC5CCCC5)nc5cccnc54)cc3)c2[nH]1. As a reaction SMILES: [CH3:41][OH:42].[CH:1]1([CH2:6][CH2:7][c:8]2[n:9][c:10]3[c:11]([n:12][cH:13][cH:14][cH:15]3)[n:16]2-[c:17]2[cH:18][cH:19][c:20]([CH2:21][CH2:22][NH2:23])[cH:24][cH:25]2)[CH2:2][CH2:3][CH2:4][CH2:5]1.[CH:43]([Cl:44])([Cl:45])[Cl:46].[O:26]1[CH:27]([CH2:29][O:30][c:31]2[cH:32][cH:33][cH:34][c:35]3[nH:36][c:37](=[O:40])[nH:38][c:39]23)[CH2:28]1>>[CH:1]1([CH2:6][CH2:7][c:8]2[n:9][c:10]3[c:11]([n:12][cH:13][cH:14][cH:15]3)[n:16]2-[c:17]2[cH:18][cH:19][c:20]([CH2:21][CH2:22][NH:23][CH2:28][CH:27]([OH:26])[CH2:29][O:30][c:31]3[cH:32][cH:33][cH:34][c:35]4[nH:36][c:37](=[O:40])[nH:38][c:39]34)[cH:24][cH:25]2)[CH2:2][CH2:3][CH2:4][CH2:5]1. As a reaction SMILES: [CH3:14][CH2:15][O:16][CH2:17][CH3:18].[Cl:1][CH2:2][CH2:3][CH2:4][S:5][CH2:6][c:7]1[n:8][cH:9][cH:10][cH:11][cH:12]1.[O:19]1[CH2:20][CH2:21][CH2:22][CH2:23]1.[OH2:13]>>[CH2:2]1[CH2:3][CH2:4][S:5][CH:6]1[c:7]1[n:8][cH:9][cH:10][cH:11][cH:12]1. Product: c1ccc(C2CCCS2)nc1. Starting materials: CCOCC, ClCCCSCc1ccccn1, C1CCOC1, O. Yields the product C1=CC(=CC=C1O)S(=O)(=O)O (Phenolsulfonic acid). Procedure details: Phenolsulfonic acid solution was prepared in sulfuric acid. The method included setting up a recirculating water bath so that the water was at a temperature of 95 degrees Centigrade. Next, the weight of available stock of Liquified Phenol USP containing 3.23 moles of Phenol was calculated. Phenol has a molecular weight of 94.11. The weight of 3.23 moles of Phenol is 3.23×94.11+303.97 grams. The purity of Liquified Phenol USP typically ranges from 89.0% to 91.5%. Using the purity value either fro... The reactants are S(O)(O)(=O)=O (sulfuric acid), O (water), C1(=CC=CC=C1)O (Phenol), C1(=CC=CC=C1)O (Phenol), C1(=CC=CC=C1)O (Phenol), C1(=CC=CC=C1)O (Phenol), C1(=CC=CC=C1)O (Phenol), C1(=CC=CC=C1)O (Phenol), C1(=CC=CC=C1)O (Phenol). Reaction SMILES: O.[C:2]1([OH:8])[CH:7]=[CH:6][CH:5]=[CH:4][CH:3]=1.[S:9](=O)(=[O:12])([OH:11])[OH:10]>>[CH:7]1[C:2]([OH:8])=[CH:3][CH:4]=[C:5]([S:9]([OH:12])(=[O:11])=[O:10])[CH:6]=1. Reactants: C(#N)[BH3-].[Na+] (sodium cyanoborohydride), C(C)(=O)O (acetic acid), C(C)=O (acetaldehyde), C(C)(C)(C)OC(NCC1=CC=C(C=C1)CNCCCCN(CCC)CCC)=O ({4-[(4-dipropylamino-butylamino)-methyl]-benzyl}-carbamic acid t-butyl ester). Run in CO (methanol). Run at time 8 hour. Product: C(C)(C)(C)OC(NCC1=CC=C(C=C1)CN(CC)CCCCN(CCC)CCC)=O ((4-{[(4-dipropylamino-butyl)-ethyl-amino]-methyl}-benzyl)-carbamic acid t-butyl ester). As a reaction SMILES: [C:1]([O:5][C:6](=[O:28])[NH:7][CH2:8][C:9]1[CH:14]=[CH:13][C:12]([CH2:15][NH:16][CH2:17][CH2:18][CH2:19][CH2:20][N:21]([CH2:25][CH2:26][CH3:27])[CH2:22][CH2:23][CH3:24])=[CH:11][CH:10]=1)([CH3:4])([CH3:3])[CH3:2].C([BH3-])#N.[Na+].[C:33](O)(=O)[CH3:34].C(=O)C>CO>[C:1]([O:5][C:6](=[O:28])[NH:7][CH2:8][C:9]1[CH:10]=[CH:11][C:12]([CH2:15][N:16]([CH2:17][CH2:18][CH2:19][CH2:20][N:21]([CH2:22][CH2:23][CH3:24])[CH2:25][CH2:26][CH3:27])[CH2:33][CH3:34])=[CH:13][CH:14]=1)([CH3:3])([CH3:4])[CH3:2] |f:1.2|. Reported procedure: The compound (289 mg) obtained in Example 23-4 was dissolved in anhydrous methanol (6.0 ml) and added with sodium cyanoborohydride (92.8 mg), acetic acid (1.00 ml), and acetaldehyde (61.3 μl). The whole was stirred overnight at room temperature under a nitrogen atmosphere. After completion of the reaction, the solvent was distilled off. The resultant was dissolved in chloroform and added with a 1 mol/l sodium hydroxide aqueous solution, followed by stirring for a while. The resultant was subject... The reactants are CCN(C(C)C)C(C)C, Cc1cc2c(s1)Nc1ccccc1N=C2N, Cc1ccccc1, CCOC(C)=O, CC(=O)O, CS(C)=O, O, c1ccc2c(CCC3CNCCN3)cccc2c1. Product: Cc1cc2c(s1)Nc1ccccc1N=C2N1CCNC(CCc2cccc3ccccc23)C1. As a reaction SMILES: [CH2:42]([N:43]([CH:44]([CH3:45])[CH3:46])[CH:47]([CH3:48])[CH3:49])[CH3:50].[CH3:19][c:20]1[cH:21][c:22]2[c:28]([s:29]1)[NH:27][c:26]1[c:25]([cH:33][cH:32][cH:31][cH:30]1)[N:24]=[C:23]2[NH2:34].[CH3:35][c:36]1[cH:37][cH:38][cH:39][cH:40][cH:41]1.[CH3:51][CH2:52][O:53][C:54](=[O:55])[CH3:56].[CH3:58][C:59](=[O:60])[OH:61].[CH3:62][S:63]([CH3:64])=[O:65].[OH2:57].[c:1]1([CH2:11][CH2:12][CH:13]2[NH:14][CH2:15][CH2:16][NH:17][CH2:18]2)[cH:2][cH:3][cH:4][c:5]2[cH:6][cH:7][cH:8][cH:9][c:10]12>>[c:1]1([CH2:11][CH2:12][CH:13]2[NH:14][CH2:15][CH2:16][N:17]([C:23]3=[N:24][c:25]4[c:26]([cH:30][cH:31][cH:32][cH:33]4)[NH:27][c:28]4[c:22]3[cH:21][c:20]([CH3:19])[s:29]4)[CH2:18]2)[cH:2][cH:3][cH:4][c:5]2[cH:6][cH:7][cH:8][cH:9][c:10]12. Reactants: Fc1cccc(Cl)c1Br, Cc1ccc(N)cc1, CC(C)(C)[O-], Cc1ccccc1, Cl, [Na+], O=C(C=Cc1ccccc1)C=Cc1ccccc1, O=C(C=Cc1ccccc1)C=Cc1ccccc1, O=C(C=Cc1ccccc1)C=Cc1ccccc1, O, [Pd], [Pd], c1ccc(P(c2ccccc2)c2ccc3ccccc3c2-c2c(P(c3ccccc3)c3ccccc3)ccc3ccccc23)cc1. Yields the product Cc1ccc(Nc2c(F)cccc2Cl)cc1. Reaction SMILES: [Br:61][c:62]1[c:63]([Cl:69])[cH:64][cH:65][cH:66][c:67]1[F:68].[CH3:1][c:2]1[cH:3][cH:4][c:5]([NH2:6])[cH:7][cH:8]1.[CH3:55][C:56]([CH3:57])([O-:58])[CH3:59].[CH3:71][c:72]1[cH:73][cH:74][cH:75][cH:76][cH:77]1.[ClH:70].[Na+:60].[O:116]=[C:117]([CH:118]=[CH:119][c:120]1[cH:121][cH:122][cH:123][cH:124][cH:125]1)[CH:126]=[CH:127][c:128]1[cH:129][cH:130][cH:131][cH:132][cH:133]1.[O:80]=[C:81]([CH:82]=[CH:83][c:84]1[cH:85][cH:86][cH:87][cH:88][cH:89]1)[CH:90]=[CH:91][c:92]1[cH:93][cH:94][cH:95][cH:96][cH:97]1.[O:98]=[C:99]([CH:100]=[CH:101][c:102]1[cH:103][cH:104][cH:105][cH:106][cH:107]1)[CH:108]=[CH:109][c:110]1[cH:111][cH:112][cH:113][cH:114][cH:115]1.[OH2:134].[Pd:78].[Pd:79].[c:9]1([P:10]([c:11]2[cH:12][cH:13][cH:14][cH:15][cH:16]2)[c:17]2[cH:18][cH:19][c:20]3[c:21]([cH:22][cH:23][cH:24][cH:25]3)[c:26]2-[c:27]2[c:28]3[c:29]([cH:30][cH:31][cH:32][cH:33]3)[cH:34][cH:35][c:36]2[P:37]([c:38]2[cH:39][cH:40][cH:41][cH:42][cH:43]2)[c:44]2[cH:45][cH:46][cH:47][cH:48][cH:49]2)[cH:50][cH:51][cH:52][cH:53][cH:54]1>>[CH3:1][c:2]1[cH:3][cH:4][c:5]([NH:6][c:62]2[c:63]([Cl:69])[cH:64][cH:65][cH:66][c:67]2[F:68])[cH:7][cH:8]1.